From a dataset of the Open Reaction Database (ORD), a public repository of structured organic reaction records. describe an organic reaction: reactants, conditions, products, and yield Reported procedure: 4-(4-Fluorophenyl)piperidine hydrochloride (63 mg, 0.29 mmol) was taken up in 3 mL of dry THF, neutralized with diisopropylethylamine (50 μL, 0.29 mmol) and cooled on an ice-water bath. [(4S)-4-metyl-2,5-dioxo-imidazolodin-4-yl]methanesulfonyl chloride (80 mg, 0.35 mmol) was added and after stirring for 10 min, diisopropylethylamine (50 μL, 0.29 mmol) was added and the reaction mixture was stirred at ambient temperature until LC-MS (APCD) indicated consumption of the amine. The reaction mixture ... Run at temperature 50 celsius, time 10 minute. Run in C1CCOC1 (THF). RXN SMILES: Cl.[F:2][C:3]1[CH:8]=[CH:7][C:6]([CH:9]2[CH2:14][CH2:13][NH:12][CH2:11][CH2:10]2)=[CH:5][CH:4]=1.C(N(C(C)C)CC)(C)C.[CH3:24][C@@:25]1([CH2:32][S:33](Cl)(=[O:35])=[O:34])[C:29](=[O:30])[NH:28][C:27](=[O:31])[NH:26]1>C1COCC1>[F:2][C:3]1[CH:8]=[CH:7][C:6]([CH:9]2[CH2:10][CH2:11][N:12]([S:33]([CH2:32][C@@:25]3([CH3:24])[NH:26][C:27](=[O:31])[NH:28][C:29]3=[O:30])(=[O:34])=[O:35])[CH2:13][CH2:14]2)=[CH:5][CH:4]=1 |f:0.1|. Reactants: Cl.FC1=CC=C(C=C1)C1CCNCC1 (4-(4-Fluorophenyl)piperidine hydrochloride), C(C)(C)N(CC)C(C)C (diisopropylethylamine), C(C)(C)N(CC)C(C)C (diisopropylethylamine), C[C@@]1(NC(NC1=O)=O)CS(=O)(=O)Cl ([(4S)-4-metyl-2,5-dioxo-imidazolodin-4-yl]methanesulfonyl chloride). The product is FC1=CC=C(C=C1)C1CCN(CC1)S(=O)(=O)C[C@@]1(C(NC(N1)=O)=O)C ((5S)-5-({[4-(4-fluorophenyl)piperidin-1-yl]sulfonyl}methyl)-5-methylimidazolidine-2,4-dione). Starting materials: N-(tert-butoxycarbonyl)-L-cyclohexylglycine, C(C)(C)(C)OC(NC(C(C)(C)C)C(NC1C(CC2=CC=CC=C12)O)=O)=O ([1-(2-Hydroxy-indan-1-ylcarbamoyl)-2,2-dimethyl-propyl]-carbamic acid tert.butyl ester), ClNC([O-])=O (chlorocarbamate), C(C)(C)(C)OC(=O)NC(C(=O)O)C(C)(C)C (2-tert.butoxycarbonylamino-3,3-dimetylbutyric acid), C1(CCCCC1)CN (cyclohexanemethylamine), C(C)OC(=O)C1(C(C1)C=C)NC(=O)C1N(CC(C1)OC1=CC(=NC2=CC(=CC=C12)OC)C1=CC=CC=C1)C(NC(C(C)(C)C)C(NC1C(CC2=CC=CC=C12)O)=O)=O (1-{[1-[1-(2-Hydroxy-indan-1-ylcarbamoyl)-2,2-dimethyl-propylcarbamoyl]4-(7-methoxy-2-phenyl-quinolin-4-yloxy)-pyrrolidin e-2-carbonyl]-amino}-2-vinyl-cyclopropanecarboxylic acid ethyl ester). Product: C1(CCCCC1)[C@@H](C(NCC1CCCCC1)=O)NC(=O)N1[C@@H](C[C@H](C1)OC1=CC(=NC2=CC(=CC=C12)OC)C1=CC=CC=C1)C(=O)N[C@]1([C@@H](C1)C=C)C(=O)O ((1R,2S)-1-{[(2S,4R)-1-{[(1S)-Cyclohexyl-(cyclohexylmethyl-carbamoyl)-methyl]-carbamoyl}4-(7-methoxy-2-phenyl-quinolin-4-yloxy)-pyrrolidine-2-carbonyl]-amino}-2-vinyl-cyclopropanecarboxylic acid). As a reaction SMILES: C(OC(NC(C(C)(C)C)C(O)=O)=O)(C)(C)C.[CH:17]1([CH2:23][NH2:24])[CH2:22][CH2:21][CH2:20][CH2:19][CH2:18]1.C(OC(=O)NC(C(=O)NC1[C:47]2[C:42](=[CH:43][CH:44]=[CH:45][CH:46]=2)CC1O)C(C)(C)C)(C)(C)C.ClNC(=O)[O-].C([O:58][C:59]([C:61]1([NH:66][C:67]([CH:69]2[CH2:73][CH:72]([O:74][C:75]3[C:84]4[C:79](=[CH:80][C:81]([O:85][CH3:86])=[CH:82][CH:83]=4)[N:78]=[C:77]([C:87]4[CH:92]=[CH:91][CH:90]=[CH:89][CH:88]=4)[CH:76]=3)[CH2:71][N:70]2[C:93](=[O:113])[NH:94][CH:95]([C:100](=[O:112])NC2C3C(=CC=CC=3)CC2O)C(C)(C)C)=[O:68])[CH2:63][CH:62]1[CH:64]=[CH2:65])=[O:60])C>>[CH:42]1([C@H:95]([NH:94][C:93]([N:70]2[CH2:71][C@H:72]([O:74][C:75]3[C:84]4[C:79](=[CH:80][C:81]([O:85][CH3:86])=[CH:82][CH:83]=4)[N:78]=[C:77]([C:87]4[CH:92]=[CH:91][CH:90]=[CH:89][CH:88]=4)[CH:76]=3)[CH2:73][C@H:69]2[C:67]([NH:66][C@:61]2([C:59]([OH:58])=[O:60])[CH2:63][C@H:62]2[CH:64]=[CH2:65])=[O:68])=[O:113])[C:100](=[O:112])[NH:24][CH2:23][CH:17]2[CH2:22][CH2:21][CH2:20][CH2:19][CH2:18]2)[CH2:47][CH2:46][CH2:45][CH2:44][CH2:43]1. Reported procedure: N-(tert-butoxycarbonyl)-L-cyclohexylglycine was attached to the resin as described for the preparation of compound 16 followed by reaction with cyclohexanemethylamine as described for the preparation of 17 and removal of the Boc group as described for 18. The afforded compound was then reacted with the chlorocarbamate achieved from 12 as described for the preparation of 13 which gave the title compound. Purity by HPLC>95%. M+H+752.4. Starting materials: OC1=C(C2=C(C(CCO2)=O)C=C1)CCC (2,3-dihydro-7-hydroxy-8-propyl-4H-1-benzopyran-4-one), COC(CCC1=C(C=C(C=C1)OCCCC(=O)OC)OCCCCCOS(=O)(=O)C)=O (2-[[5-[(Methylsulfonyl)oxy]pentyl]oxy]-4-(4-methoxy-4-oxobutoxy)benzenepropanoic Acid Methyl Ester). Yields the product COC(CCC1=C(C=C(C=C1)OCCCC(=O)OC)OCCCCCOC1=C(C2=C(C(CCO2)=O)C=C1)CCC)=O (4-(4-methoxy-4-oxobutoxy)-2-[5-[(3,4-dihydro-4-oxo-8-propyl-2H-1-benzopyran-7-yl)oxy]pentyloxy]benzenepropanoic acid methyl ester). Yield: 75.0%. RXN SMILES: [OH:1][C:2]1[CH:12]=[CH:11][C:5]2[C:6](=[O:10])[CH2:7][CH2:8][O:9][C:4]=2[C:3]=1[CH2:13][CH2:14][CH3:15].[CH3:16][O:17][C:18](=[O:46])[CH2:19][CH2:20][C:21]1[CH:26]=[CH:25][C:24]([O:27][CH2:28][CH2:29][CH2:30][C:31]([O:33][CH3:34])=[O:32])=[CH:23][C:22]=1[O:35][CH2:36][CH2:37][CH2:38][CH2:39][CH2:40]OS(C)(=O)=O>>[CH3:16][O:17][C:18](=[O:46])[CH2:19][CH2:20][C:21]1[CH:26]=[CH:25][C:24]([O:27][CH2:28][CH2:29][CH2:30][C:31]([O:33][CH3:34])=[O:32])=[CH:23][C:22]=1[O:35][CH2:36][CH2:37][CH2:38][CH2:39][CH2:40][O:1][C:2]1[CH:12]=[CH:11][C:5]2[C:6](=[O:10])[CH2:7][CH2:8][O:9][C:4]=2[C:3]=1[CH2:13][CH2:14][CH3:15]. Reported procedure: Using the procedure of example 11 and starting with 0.28 g (1.4 mmol) of 2,3-dihydro-7-hydroxy-8-propyl-4H-1-benzopyran-4-one and 0.65 g (1.41 mmol) of 2-[[5-[(methylsulfonyl)oxy]pentyl]oxy]-4-(4-methoxy-4-oxobutoxy)benzenepropanoic acid methyl ester (from example 137), 4-(4-methoxy-4-oxobutoxy)-2-[5-[(3,4-dihydro-4-oxo-8-propyl-2H-1-benzopyran-7-yl)oxy]pentyloxy]benzenepropanoic acid methyl ester was obtained in 75% yield (0.6 g) as a solid, mp 58°-59° C. This diester (1.05 mmol) was saponified...